Dataset: the Open Reaction Database (ORD), a public repository of structured organic reaction records. Task: describe an organic reaction: reactants, conditions, products, and yield Starting materials: Cc1cnc(Cl)c(Br)c1, [K+], O=[Mn](=O)(=O)[O-], O. Product: O=C(O)c1cnc(Cl)c(Br)c1. RXN SMILES: [Br:1][c:2]1[c:3]([Cl:9])[n:4][cH:5][c:6]([CH3:8])[cH:7]1.[K+:15].[Mn:10](=[O:11])([O-:12])(=[O:13])=[O:14].[OH2:16]>>[Br:1][c:2]1[c:3]([Cl:9])[n:4][cH:5][c:6]([C:8]([OH:11])=[O:16])[cH:7]1.